Dataset: the Open Reaction Database (ORD), a public repository of structured organic reaction records. Task: describe an organic reaction: reactants, conditions, products, and yield Starting materials: C(CCC)N1C=CC2=CC=C(C=C12)C(=O)OC (methyl 1-butyl-1H-indole-6-carboxylate), C(#N)[BH3-].[Na+] (sodium cyanoborohydride). The solvent is C(C)(=O)O (acetic acid). Conditions: temperature 40 celsius. Yields the product C(CCC)N1CCC2=CC=C(C=C12)C(=O)OC (Methyl 1-butylindoline-6-carboxylate). The yield is 77.4%. Reaction SMILES: [CH2:1]([N:5]1[C:13]2[C:8](=[CH:9][CH:10]=[C:11]([C:14]([O:16][CH3:17])=[O:15])[CH:12]=2)[CH:7]=[CH:6]1)[CH2:2][CH2:3][CH3:4].C([BH3-])#N.[Na+]>C(O)(=O)C>[CH2:1]([N:5]1[C:13]2[C:8](=[CH:9][CH:10]=[C:11]([C:14]([O:16][CH3:17])=[O:15])[CH:12]=2)[CH2:7][CH2:6]1)[CH2:2][CH2:3][CH3:4] |f:1.2|. Procedure details: To a mixture of methyl 1-butyl-1H-indole-6-carboxylate, (2.1 g) in glacial acetic acid (25 mL) was added sodium cyanoborohydride (2.28 g). The mixture was heated at 40° C. for 3 h then cooled to room temperature, partitioned between water and ethyl acetate and the layers were separated. The organic layer was washed three times with brine, dried over anhydrous sodium sulfate and concentrated to give 1.64 g of the title compound: 1H NMR (CDCl3) δ 0.969, 1.43, 1.59, 2.99, 3.1, 3.4, 3.88, 7.07, 7.34... The reactants are C(C1=CC=CC=C1)N1C(N(C(C1(C)C)=O)CC1=CC=C(C=C1)OC)=O (3-benzyl-1-(4′-methoxybenzyl)-2,5-dioxo-4,4-dimethylimidazolidine), [N+](=O)([O-])[O-].[Ce].[NH4+] (ammonium cerium nitrate). The solvent is C(C)#N (acetonitrile), O (water), C(C)(=O)OCC (ethyl acetate). Run at temperature 25 celsius, time 15 minute. The product is C(C1=CC=CC=C1)N1C(NC(C1(C)C)=O)=O (3-benzyl-2,5-dioxo-4,4-dimethylimidazolidine). Isolated yield 62.8%. As a reaction SMILES: [CH2:1]([N:8]1[C:12]([CH3:14])([CH3:13])[C:11](=[O:15])[N:10](CC2C=CC(OC)=CC=2)[C:9]1=[O:25])[C:2]1[CH:7]=[CH:6][CH:5]=[CH:4][CH:3]=1.[N+]([O-])([O-])=O.[Ce].[NH4+]>C(#N)C.O.C(OCC)(=O)C>[CH2:1]([N:8]1[C:12]([CH3:14])([CH3:13])[C:11](=[O:15])[NH:10][C:9]1=[O:25])[C:2]1[CH:3]=[CH:4][CH:5]=[CH:6][CH:7]=1 |f:1.2.3|. Reported procedure: A solution of 3-benzyl-1-(4′-methoxybenzyl)-2,5-dioxo-4,4-dimethylimidazolidine (3.9 g, 11.54 mmol) in acetonitrile (100 mL) was treated with a solution of ammonium cerium nitrate (31 g, 57.7 mmol) in 65 mL of water, stirred at 25° C. for 15 minutes, then diluted with ethyl acetate and partitioned between ethyl acetate and brine. The organic layer was dried, filtered, and concentrated. Purification by recrystalization with ethyl acetate/hexane provided 1.58 g (7.25 mmol, 63%) of the desired prod...